From a dataset of the Open Reaction Database (ORD), a public repository of structured organic reaction records. describe an organic reaction: reactants, conditions, products, and yield Reported procedure: Using the method described in Example 30 by employing 2,4-dimethyl-5-(1-pyrrolidinylvinyl)-1,3-thiazole (freshly prepared before use from 5-acetyl-2,4-dimethylthiazole (Acros Chemical Company), pyrrolidine and TiCl4 (1.35 g, 6.45 mmol), 2-methyl-4,6-dichloro-5-nitropyrimidine (Example 76(b)) (1.32 g, 6.45 mmol), N,N-diisopropylethylamine (1.1 mL, 6.45 mmol), piperidine (1.0 mL, 10.3 mmol), NEt3 (1.1 mL) and SnCl2 (19 mL of a 2 M soln in DMF). In this example the 2 M SnCl2 solution was added to t... RXN SMILES: [CH3:1][C:2]1[S:3][C:4]([C:8]([N:10]2[CH2:14][CH2:13][CH2:12]C2)=C)=[C:5]([CH3:7])[N:6]=1.C(C1SC(C)=NC=1C)(=O)C.N1CCCC1.[CH3:30][C:31]1[N:36]=C(Cl)C([N+]([O-])=O)=[C:33](Cl)[N:32]=1.C([N:45]([CH2:49][CH3:50])[CH:46]([CH3:48])[CH3:47])(C)C.N1CCCCC1.Cl[Sn]Cl>CN(C=O)C.Cl[Ti](Cl)(Cl)Cl.CCN(CC)CC>[CH3:1][C:2]1[S:3][C:4]([C:8]2[CH:12]=[C:13]3[NH:36][C:31]([CH:30]4[CH2:50][CH2:49][NH:45][CH:46]([CH3:47])[CH2:48]4)=[N:32][CH:33]=[C:14]3[N:10]=2)=[C:5]([CH3:7])[N:6]=1. Starting materials: Cl[Sn]Cl (SnCl2), CC=1SC(=C(N1)C)C(=C)N1CCCC1 (2,4-dimethyl-5-(1-pyrrolidinylvinyl)-1,3-thiazole), C(C)(=O)C1=C(N=C(S1)C)C (5-acetyl-2,4-dimethylthiazole), N1CCCC1 (pyrrolidine), CC1=NC(=C(C(=N1)Cl)[N+](=O)[O-])Cl (2-methyl-4,6-dichloro-5-nitropyrimidine), C(C)(C)N(C(C)C)CC (N,N-diisopropylethylamine), N1CCCCC1 (piperidine), Cl[Sn]Cl (SnCl2). Conditions: time 48 hour. The product is CC=1SC(=C(N1)C)C1=NC=2C(NC(=NC2)C2CC(NCC2)C)=C1 (2,4-dimethyl-5-[2-methyl-4-piperidylpyrrolo[4,5-d]pyrimidin-6-yl]-1,3-thiazole). Run in CN(C)C=O (DMF), CCN(CC)CC (NEt3). Yield: 17.0%. The reagents and catalysts are Cl[Ti](Cl)(Cl)Cl (TiCl4). Starting materials: O=C1C=2N=CN(C2N=CN1)CCC(=O)OCC (3-(1,6-dihydro-6-oxo-9H-purin-9-yl)propionic acid, ethyl ester), NCCC=1N(C=CC1)C (2-(2-aminoethyl)-1-methyl-pyrrole). The solvent is CCOCC.CC(=O)C (ether acetone). Conditions: time 3.5 hour. Yields the product O=C1C=2N=CN(C2N=CN1)CCC(=O)NCCC=1N(C=CC1)C (3-(1,6-dihydro-6-oxo-9H-purin-9-yl)-N-[2-(1-methylpyrrol-2-yl)ethyl] propanamide). Yield: 79.5%. RXN SMILES: [O:1]=[C:2]1[NH:10][CH:9]=[N:8][C:7]2[N:6]([CH2:11][CH2:12][C:13]([O:15]CC)=O)[CH:5]=[N:4][C:3]1=2.[NH2:18][CH2:19][CH2:20][C:21]1[N:22]([CH3:26])[CH:23]=[CH:24][CH:25]=1>CCOCC.CC(C)=O>[O:1]=[C:2]1[NH:10][CH:9]=[N:8][C:7]2[N:6]([CH2:11][CH2:12][C:13]([NH:18][CH2:19][CH2:20][C:21]3[N:22]([CH3:26])[CH:23]=[CH:24][CH:25]=3)=[O:15])[CH:5]=[N:4][C:3]1=2 |f:2.3|. Procedure: 250 mg (1.06 mmol) of 3-(1,6-dihydro-6-oxo-9H-purin-9-yl)propionic acid, ethyl ester (Alt-0027) and 400 mg (3.22 mmol) of 2-(2-aminoethyl)-1-methyl-pyrrole were heated together in a 10 ml round bottom flask with stirring (no solvent) at 110°-120° C. for 3.5 hours. The dark viscous residue was treated with a 1:1 mixture of ether/acetone and stirred vigorously for 30 minutes. The precipitate was collected by filtration and was washed with ether and acetone and dried in vacuo to yield 265 mg of 3-(... Reactants: CCOC(=O)C1(c2cc(Cl)c(-c3ccc(C(F)(F)F)cc3)c(OCC(F)(F)F)c2)CCCC1, C1CCOC1, CO, [Li+], [OH-], O. Product: O=C(O)C1(c2cc(Cl)c(-c3ccc(C(F)(F)F)cc3)c(OCC(F)(F)F)c2)CCCC1. RXN SMILES: [CH2:1]([CH3:2])[O:3][C:4](=[O:5])[C:6]1([c:11]2[cH:12][c:13]([Cl:33])[c:14](-[c:23]3[cH:24][cH:25][c:26]([C:29]([F:30])([F:31])[F:32])[cH:27][cH:28]3)[c:15]([O:17][CH2:18][C:19]([F:20])([F:21])[F:22])[cH:16]2)[CH2:7][CH2:8][CH2:9][CH2:10]1.[CH2:38]1[O:39][CH2:40][CH2:41][CH2:42]1.[CH3:36][OH:37].[Li+:35].[OH-:34].[OH2:43]>>[O:3]=[C:4]([OH:5])[C:6]1([c:11]2[cH:12][c:13]([Cl:33])[c:14](-[c:23]3[cH:24][cH:25][c:26]([C:29]([F:30])([F:31])[F:32])[cH:27][cH:28]3)[c:15]([O:17][CH2:18][C:19]([F:20])([F:21])[F:22])[cH:16]2)[CH2:7][CH2:8][CH2:9][CH2:10]1. The reactants are C, CC(=Cc1ccc(C(C)(C)C)cc1)C(C)O, [H][H], [Pd]. The product is CC(O)C(C)Cc1ccc(C(C)(C)C)cc1. RXN SMILES: [C:19].[C:1]([CH3:2])([CH3:3])([CH3:4])[c:5]1[cH:6][cH:7][c:8]([CH:11]=[C:12]([CH:13]([CH3:14])[OH:15])[CH3:16])[cH:9][cH:10]1.[H:17][H:18].[Pd:20]>>[C:1]([CH3:2])([CH3:3])([CH3:4])[c:5]1[cH:6][cH:7][c:8]([CH2:11][CH:12]([CH:13]([CH3:14])[OH:15])[CH3:16])[cH:9][cH:10]1.